Dataset: the Open Reaction Database (ORD), a public repository of structured organic reaction records. Task: describe an organic reaction: reactants, conditions, products, and yield Starting materials: O=C(Cl)c1ccccc1, ClCCl, CCCCCC(C=CC1C(O)CC(O)C1CC=CCCCC(=O)OC)OC1CCCCO1, CO, [Na+], O, O=S(=O)([O-])O, c1ccncc1. Product: CCCCCC(C=CC1C(OC(=O)c2ccccc2)CC(O)C1CC=CCCCC(=O)OC)OC1CCCCO1. Reaction SMILES: [C:33]([c:34]1[cH:35][cH:36][cH:37][cH:38][cH:39]1)(=[O:40])[Cl:41].[CH2:51]([Cl:52])[Cl:53].[CH3:1][O:2][C:3]([CH2:4][CH2:5][CH2:6][CH:7]=[CH:8][CH2:9][CH:10]1[CH:11]([OH:31])[CH2:12][CH:13]([OH:30])[CH:14]1[CH:15]=[CH:16][CH:17]([CH2:18][CH2:19][CH2:20][CH2:21][CH3:22])[O:23][CH:24]1[O:25][CH2:26][CH2:27][CH2:28][CH2:29]1)=[O:32].[CH3:42][OH:43].[Na+:50].[OH2:44].[S:45](=[O:46])(=[O:47])([OH:48])[O-:49].[cH:54]1[cH:55][cH:56][n:57][cH:58][cH:59]1>>[CH3:1][O:2][C:3]([CH2:4][CH2:5][CH2:6][CH:7]=[CH:8][CH2:9][CH:10]1[CH:11]([OH:31])[CH2:12][CH:13]([O:30][C:33]([c:34]2[cH:35][cH:36][cH:37][cH:38][cH:39]2)=[O:40])[CH:14]1[CH:15]=[CH:16][CH:17]([CH2:18][CH2:19][CH2:20][CH2:21][CH3:22])[O:23][CH:24]1[O:25][CH2:26][CH2:27][CH2:28][CH2:29]1)=[O:32]. Reactants: O=C(O)CC(O)(CC(=O)O)C(=O)O, COC(=O)Cc1nc(-c2ccccc2)oc1C, Cc1ccccc1, O, O. Product: Cc1oc(-c2ccccc2)nc1CCO. Reaction SMILES: [C:19]([OH:20])(=[O:21])[CH2:22][C:23]([CH2:24][C:25]([OH:26])=[O:27])([C:28]([OH:29])=[O:30])[OH:31].[CH3:1][c:2]1[c:3]([CH2:13][C:14](=[O:15])[O:16][CH3:17])[n:4][c:5](-[c:7]2[cH:8][cH:9][cH:10][cH:11][cH:12]2)[o:6]1.[CH3:32][c:33]1[cH:34][cH:35][cH:36][cH:37][cH:38]1.[OH2:18].[OH2:39]>>[CH3:1][c:2]1[c:3]([CH2:13][CH2:14][OH:15])[n:4][c:5](-[c:7]2[cH:8][cH:9][cH:10][cH:11][cH:12]2)[o:6]1. Yields the product OC1=CC=C(C=C1)C(C)(C)C1=CC=C(OC2=C(C(C(C2(F)F)(F)F)(F)F)OC2=CC=C(C=C2)C(C)(C)C2=CC=C(C=C2)O)C=C1 (1,2-bis-(4-[2(4-hydroxyphenyl)prop-2-yl]phenoxy)-3,3,4,4,5,5-hexafluorocyclopent -1-ene). Run at time 18 hour. Reported procedure: 45.6 of bisphenol A (0.2 mol) were dissolved in 100 ml of methanol with warming and 36 g of a 30% strength by weight sodium methoxide solution were added. The mixture was evaporated to dryness on a rotary evaporator, 61 g of monosodium bisphenol A remaining. This was dissolved in 100 ml of dimethylformamide, 21.2 g of perfluorocyclopentene (0.1 mol) were added at 5° C. in the course of 60 minutes, then the mixture was warmed to room temperature and stirred at room temperature for 18 hours. It wa... Solvent: CO (methanol). RXN SMILES: [OH:1][C:2]1[CH:7]=[CH:6][C:5]([C:8]([C:11]2[CH:16]=[CH:15][C:14]([OH:17])=[CH:13][CH:12]=2)([CH3:10])[CH3:9])=[CH:4][CH:3]=1.[CH3:18][O-:19].[Na+].F[C:22]1[C:26]([F:28])([F:27])[C:25]([F:30])([F:29])[C:24]([F:32])([F:31])[C:23]=1F.[OH2:34]>CO>[OH:1][C:2]1[CH:3]=[CH:4][C:5]([C:8]([C:11]2[CH:12]=[CH:13][C:14]([O:17][C:22]3[C:26]([F:28])([F:27])[C:25]([F:30])([F:29])[C:24]([F:32])([F:31])[C:23]=3[O:19][C:18]3[CH:13]=[CH:12][C:11]([C:8]([C:5]4[CH:6]=[CH:7][C:2]([OH:34])=[CH:3][CH:4]=4)([CH3:10])[CH3:9])=[CH:16][CH:15]=3)=[CH:15][CH:16]=2)([CH3:10])[CH3:9])=[CH:6][CH:7]=1 |f:1.2|. The reactants are O (water), OC1=CC=C(C=C1)C(C)(C)C1=CC=C(C=C1)O (bisphenol A), FC1=C(C(C(C1(F)F)(F)F)(F)F)F (perfluorocyclopentene), C[O-].[Na+] (sodium methoxide). Starting materials: OC1CCC(c2ccc(Br)cc2)C1, COCCN(CCOC)S(F)(F)F, ClCCl, [Na+], O=C([O-])O. Yields the product FC1CCC(c2ccc(Br)cc2)C1. RXN SMILES: [Br:1][c:2]1[cH:3][cH:4][c:5]([CH:8]2[CH2:9][CH:10]([OH:13])[CH2:11][CH2:12]2)[cH:6][cH:7]1.[CH3:14][O:15][CH2:16][CH2:17][N:18]([S:19]([F:20])([F:21])[F:24])[CH2:22][CH2:23][O:25][CH3:26].[Cl:32][CH2:33][Cl:34].[Na+:31].[O-:27][C:28]([OH:29])=[O:30]>>[Br:1][c:2]1[cH:3][cH:4][c:5]([CH:8]2[CH2:9][CH:10]([F:24])[CH2:11][CH2:12]2)[cH:6][cH:7]1. Reactants: O.C1(=CC=C(C=C1)S(=O)(=O)O)C (p-toluenesulfonic acid monohydrate), O1C(CCCC1)OCCON1C(C=2C(C1=O)=CC=CC2)=O (N-[2-(tetrahydropyran-2-yloxy)ethoxy]phthalimide). Run in CO (methanol). Conditions: time 2 hour. The product is OCCON1C(C=2C(C1=O)=CC=CC2)=O (N-(2-Hydroxyethoxy)phthalimide). RXN SMILES: O.C1(C)C=CC(S(O)(=O)=O)=CC=1.O1CCCCC1[O:19][CH2:20][CH2:21][O:22][N:23]1[C:27](=[O:28])[C:26]2=[CH:29][CH:30]=[CH:31][CH:32]=[C:25]2[C:24]1=[O:33]>CO>[OH:19][CH2:20][CH2:21][O:22][N:23]1[C:27](=[O:28])[C:26]2=[CH:29][CH:30]=[CH:31][CH:32]=[C:25]2[C:24]1=[O:33] |f:0.1|. Procedure details: 0.56 g of p-toluenesulfonic acid monohydrate was added to a solution of 8.62 g of N-[2-(tetrahydropyran-2-yloxy)ethoxy]phthalimide [prepared as described in step (a) above] in 86 ml of methanol, and the resulting mixture was stirred at room temperature for 2 hours. At the end of this time, the reaction mixture was concentrated by evaporation under reduced pressure, and then the resulting residue was dissolved in a mixture of ethyl acetate and water and neutralyzed with sodium hydrogen carbonate.... Starting materials: [N+](=O)(O)[O-] (nitric acid), S(O)(O)(=O)=O (sulphuric acid), ClC1=CC(=C(C=C1)N1C(NC(=CC1=O)C(F)(F)F)=O)F (3-(4-chloro-2-fluorophenyl)-6 -trifluoromethyl-2,4(1H,3H)-pyrimidinedione). Solvent: ice water. Run at temperature -15 celsius. Product: ClC1=CC(=C(C=C1[N+](=O)[O-])N1C(NC(=CC1=O)C(F)(F)F)=O)F (3-(4-chloro-2-fluoro-5-nitrophenyl)-6 -trifluoromethyl-2,4(1H,3H)-pyrimidinedione). Reaction SMILES: [N+:1]([O-:4])(O)=[O:2].S(=O)(=O)(O)O.[Cl:10][C:11]1[CH:16]=[CH:15][C:14]([N:17]2[C:22](=[O:23])[CH:21]=[C:20]([C:24]([F:27])([F:26])[F:25])[NH:19][C:18]2=[O:28])=[C:13]([F:29])[CH:12]=1>>[Cl:10][C:11]1[C:16]([N+:1]([O-:4])=[O:2])=[CH:15][C:14]([N:17]2[C:22](=[O:23])[CH:21]=[C:20]([C:24]([F:27])([F:25])[F:26])[NH:19][C:18]2=[O:28])=[C:13]([F:29])[CH:12]=1. Reported procedure: A nitrating solution consisting of 2.2 ml of nitric acid and 24 ml of sulphuric acid is pre-cooled to -15° C. 9.26 g of 3-(4-chloro-2-fluorophenyl)-6 -trifluoromethyl-2,4(1H,3H)-pyrimidinedione are added portion wise to the solution while stirring. The mixture is stirred at 15° C. for 30 minutes and subsequently at room temperature for 1 hour. Thereafter, the mixture is poured onto 150 ml of ice-water and the resulting crystalline precipitate is filtered off. In this manner there is obtained 3-(...